describe an organic reaction: reactants, conditions, products, and yield From a dataset of the Open Reaction Database (ORD), a public repository of structured organic reaction records. Starting materials: N#CCCl, [H-], CCOC(=O)c1cc2ccc(I)cc2[nH]1, [Na+], CN(C)C=O, O. The product is CCOC(=O)c1cc2ccc(I)cc2n1CC#N. As a reaction SMILES: [Cl:18][CH2:19][C:20]#[N:21].[H-:16].[I:1][c:2]1[cH:3][cH:4][c:5]2[cH:6][c:7]([C:11](=[O:12])[O:13][CH2:14][CH3:15])[nH:8][c:9]2[cH:10]1.[Na+:17].[O:23]=[CH:24][N:25]([CH3:26])[CH3:27].[OH2:22]>>[I:1][c:2]1[cH:3][cH:4][c:5]2[cH:6][c:7]([C:11](=[O:12])[O:13][CH2:14][CH3:15])[n:8]([CH2:19][C:20]#[N:21])[c:9]2[cH:10]1. Starting materials: O=C(NC1CC1CCC)C(C)(C)C. Reagents/catalysts: N=1C=C(C(=C2C=CC3=C(N=CC(=C3C)C)C12)C)C, O1BOC(C)(C)C1(C)C, C[OH2+].C[OH2+].C1CC=CCCC=C1.C1CC=CCCC=C1.[Ir].[Ir]. Solvent: C1CCCCC1. Run at temperature 80 celsius, time 18 hour. The product is O=C(NC1C(B2OC(C)(C)C(O2)(C)C)C1CCC)C(C)(C)C. Yield: 23.0%. Reported procedure: 1j (15.0 mg, 81 µmol) and HBpin (17.8 µL, 0.12 mmol) were used. Purification was performed by MPLC (hexane/ethyl acetate = 9:1 to 7:3, then hexane/ether = 1:1 to 0:1), and finally by GPC to afford 5.9 mg of 2j as a colorless oil in a 23% yield. NOE was observed between H-1 and H-3 and not observed between H-1 and H-2. This result indicates that 2j has cis configuration between the N group and the B group The reagents and catalysts are [Ni] (Raney nickel). As a reaction SMILES: C([NH:11][CH2:12][CH:13]([N:15]([CH2:24][C:25]([O:27][C:28]([CH3:31])([CH3:30])[CH3:29])=[O:26])[CH2:16][C:17]([O:19][C:20]([CH3:23])([CH3:22])[CH3:21])=[O:18])C)(OCC1C=CC=CC=1)=O.[C:32]([OH:35])(=[O:34])[CH3:33]>C(O)C.[Ni]>[C:17]([OH:19])(=[O:18])[CH3:16].[C:32]([OH:35])(=[O:34])[CH3:33].[C:28]([O:27][C:25]([CH2:24][N:15]([CH2:16][C:17]([O:19][C:20]([CH3:21])([CH3:22])[CH3:23])=[O:18])[CH2:13][CH:12]([NH2:11])[CH3:32])=[O:26])([CH3:29])([CH3:30])[CH3:31] |f:4.5.6|. Starting materials: C(=O)(OCC1=CC=CC=C1)NCC(C)N(CC(=O)OC(C)(C)C)CC(=O)OC(C)(C)C (N-carbobenzyloxy-N′,N′-bis-(t-butoxycarbonylmethyl)-propylenediamine), C(C)(=O)O (acetic acid). The product is C(C)(=O)O.C(C)(=O)O.C(C)(C)(C)OC(=O)CN(CC(C)N)CC(=O)OC(C)(C)C (N,N-Bis-(t-butoxycarbonylmethyl)propylenediamine Diacetic Acid). The solvent is C(C)O (ethanol), C(C)O (ethanol). Procedure: A solution of N-carbobenzyloxy-N′,N′-bis-(t-butoxycarbonylmethyl)-propylenediamine 35 (5.3017 g, 12.144 mmol) in ethanol (75 mL) was filtered through a bed of Raney nickel into a solution of acetic acid (2.1 mL, 3 equiv) in ethanol (75 mL). The filtrate was degassed with nitrogen and treated with 10% palladized charcoal (0.4 g). The mixture was hydrogenated at 50 psi on a Parr apparatus for 16 h and then the catalyst was filtered off on a bed of celite. The filtrate was concentrated in vacuo and... Reaction conditions: time 16 hour. Reactants: ClC1=C(C=CC(=C1)Cl)C1=CC=C(C=C1)S(=O)(=O)NC=1C=C(C(=O)O)C=CC1 (3-(2′,4′-dichlorobiphenyl-4-ylsulfonamido)benzoic acid), CN(C)C=O (DMF), C(C(=O)Cl)(=O)Cl (oxalyl chloride). The solvent is C(Cl)Cl (DCM). Conditions: temperature 0 celsius. The product is ClC1=C(C=CC(=C1)Cl)C1=CC=C(C=C1)S(=O)(=O)NC=1C=C(C(=O)Cl)C=CC1 (3-(2′,4′-Dichlorobiphenyl-4-ylsulfonamido)benzoyl chloride), solid. As a reaction SMILES: [Cl:1][C:2]1[CH:7]=[C:6]([Cl:8])[CH:5]=[CH:4][C:3]=1[C:9]1[CH:14]=[CH:13][C:12]([S:15]([NH:18][C:19]2[CH:20]=[C:21]([CH:25]=[CH:26][CH:27]=2)[C:22]([OH:24])=O)(=[O:17])=[O:16])=[CH:11][CH:10]=1.C(Cl)(=O)C([Cl:31])=O.CN(C=O)C>C(Cl)Cl>[Cl:1][C:2]1[CH:7]=[C:6]([Cl:8])[CH:5]=[CH:4][C:3]=1[C:9]1[CH:14]=[CH:13][C:12]([S:15]([NH:18][C:19]2[CH:20]=[C:21]([CH:25]=[CH:26][CH:27]=2)[C:22]([Cl:31])=[O:24])(=[O:17])=[O:16])=[CH:11][CH:10]=1. Reported procedure: A suspension of 3-(2′,4′-dichlorobiphenyl-4-ylsulfonamido)benzoic acid (1.50 g, 3.56 mmol) in DCM (35 mL) was stirred at 0° C. and oxalyl chloride (340 μL, 3.9 mmol) was added, followed by a catalytic amount of DMF (<50 μL). The mixture was allowed to warm to room temperature and stirred for two days, during which time the solid dissolved to form a light yellow clear solution. The mixture was evaporated under reduced pressure and the residue was azeotroped with toluene (3 mL), then hexane (10 mL... Reactants: CC(C)([O-])C.[Na+] (sodium tert-butoxide), C(C)(C)(C)P(C1=C(C=CC=C1)C1=CC=CC=C1)C(C)(C)C (2-(di-tert-butylphosphino)biphenyl), N1CCC(CC1)C(=O)OCC (ethyl piperidine-4-carboxylate), FC(C=1C=C(CN(CC2=C(C=CC(=C2)C(F)(F)F)N(CCOC)CC)C2=NC=C(C=N2)Br)C=C(C1)C(F)(F)F)(F)F ((3,5-Bis-trifluoromethyl-benzyl)-(5-bromo-pyrimidin-2-yl)-{2-[ethyl-(2-methoxy-ethyl)-amino]-5-trifluoromethyl-benzyl}-amine). Run in C=1C=CC(=CC1)/C=C/C(=O)/C=C/C2=CC=CC=C2.C=1C=CC(=CC1)/C=C/C(=O)/C=C/C2=CC=CC=C2.C=1C=CC(=CC1)/C=C/C(=O)/C=C/C2=CC=CC=C2.[Pd].[Pd] (tris(dibenzylideneacetone)dipalladium), [Cl-].[Na+].O (brine), C1(=CC=CC=C1)C (toluene). Yields the product FC(C=1C=C(CN(C2=NC=C(C=N2)N2CCC(CC2)C(=O)OCC)CC2=C(C=CC(=C2)C(F)(F)F)N(CCOC)CC)C=C(C1)C(F)(F)F)(F)F (ethyl 1-[2-((3,5-bis-trifluoromethyl-benzyl)-{2-[ethyl-(2-methoxy-ethyl)-amino]-5-trifluoromethyl-benzyl}amino)-pyrimidin-5-yl]-piperidine-4-carboxylate). RXN SMILES: [F:1][C:2]([F:41])([F:40])[C:3]1[CH:4]=[C:5]([CH:33]=[C:34]([C:36]([F:39])([F:38])[F:37])[CH:35]=1)[CH2:6][N:7]([C:26]1[N:31]=[CH:30][C:29](Br)=[CH:28][N:27]=1)[CH2:8][C:9]1[CH:14]=[C:13]([C:15]([F:18])([F:17])[F:16])[CH:12]=[CH:11][C:10]=1[N:19]([CH2:24][CH3:25])[CH2:20][CH2:21][O:22][CH3:23].CC(C)([O-])C.[Na+].C(P(C(C)(C)C)C1C=CC=CC=1C1C=CC=CC=1)(C)(C)C.[NH:69]1[CH2:74][CH2:73][CH:72]([C:75]([O:77][CH2:78][CH3:79])=[O:76])[CH2:71][CH2:70]1>C1(C)C=CC=CC=1.C1C=CC(/C=C/C(/C=C/C2C=CC=CC=2)=O)=CC=1.C1C=CC(/C=C/C(/C=C/C2C=CC=CC=2)=O)=CC=1.C1C=CC(/C=C/C(/C=C/C2C=CC=CC=2)=O)=CC=1.[Pd].[Pd].[Cl-].[Na+].O>[F:1][C:2]([F:41])([F:40])[C:3]1[CH:4]=[C:5]([CH:33]=[C:34]([C:36]([F:39])([F:38])[F:37])[CH:35]=1)[CH2:6][N:7]([CH2:8][C:9]1[CH:14]=[C:13]([C:15]([F:18])([F:17])[F:16])[CH:12]=[CH:11][C:10]=1[N:19]([CH2:24][CH3:25])[CH2:20][CH2:21][O:22][CH3:23])[C:26]1[N:31]=[CH:30][C:29]([N:69]2[CH2:74][CH2:73][CH:72]([C:75]([O:77][CH2:78][CH3:79])=[O:76])[CH2:71][CH2:70]2)=[CH:28][N:27]=1 |f:1.2,6.7.8.9.10,11.12.13|. Procedure details: (3,5-Bis-trifluoromethyl-benzyl)-(5-bromo-pyrimidin-2-yl)-{2-[ethyl-(2-methoxy-ethyl)-amino]-5-trifluoromethyl-benzyl}-amine (350 mg) is dissolved in toluene (5 ml) and tris(dibenzylideneacetone)dipalladium (49 mg), sodium tert-butoxide (77 mg), 2-(di-tert-butylphosphino)biphenyl (63 mg) and ethyl piperidine-4-carboxylate (119 μl) and the mixture is stirred under nitrogen flow at room temperature overnight. To the reaction solution is added a saturated brine, and the mixture is extracted with et... Starting materials: BrC1=NC(=CC(=C1)S(=O)(=O)C1=CC=C(C=C1)N)N1CCCC1 (4-(2-bromo-6-pyrrolidine-1-yl-pyridine-4-sulfonyl)-phenylamine), ClC1=CC=C(C=C1)B(O)O (4-chlorphenylboronic acid). The reagents and catalysts are C1=CC=C(C=C1)P(C2=CC=CC=C2)C3=CC=CC=C3.C1=CC=C(C=C1)P(C2=CC=CC=C2)C3=CC=CC=C3.Cl[Pd]Cl (bis(triphenylphosphine)-palladium(II)-chloride). Run in C([O-])([O-])=O.[K+].[K+] (potassium carbonate), C1(=CC=CC=C1)C (toluene). Yields the product ClC1=CC=C(C=C1)C1=NC(=CC(=C1)S(=O)(=O)C1=CC=C(C=C1)N)N1CCCC1 (4-[2-(4-chloro-phenyl)-6-pyrrolidine-1-yl-pyridine-4-sulfonyl]-phenylamine). Isolated yield 71.0%. Reaction SMILES: Br[C:2]1[CH:7]=[C:6]([S:8]([C:11]2[CH:16]=[CH:15][C:14]([NH2:17])=[CH:13][CH:12]=2)(=[O:10])=[O:9])[CH:5]=[C:4]([N:18]2[CH2:22][CH2:21][CH2:20][CH2:19]2)[N:3]=1.[Cl:23][C:24]1[CH:29]=[CH:28][C:27](B(O)O)=[CH:26][CH:25]=1>C1(C)C=CC=CC=1.C(=O)([O-])[O-].[K+].[K+].C1C=CC(P(C2C=CC=CC=2)C2C=CC=CC=2)=CC=1.C1C=CC(P(C2C=CC=CC=2)C2C=CC=CC=2)=CC=1.Cl[Pd]Cl>[Cl:23][C:24]1[CH:29]=[CH:28][C:27]([C:2]2[CH:7]=[C:6]([S:8]([C:11]3[CH:16]=[CH:15][C:14]([NH2:17])=[CH:13][CH:12]=3)(=[O:10])=[O:9])[CH:5]=[C:4]([N:18]3[CH2:22][CH2:21][CH2:20][CH2:19]3)[N:3]=2)=[CH:26][CH:25]=1 |f:3.4.5,6.7.8|. Procedure details: A mixture of 191 mg (0.5 mmole) 4-(2-bromo-6-pyrrolidine-1-yl-pyridine-4-sulfonyl)-phenylamine, 86 mg (0.55 mmole) 4-chlorphenylboronic acid, 18 mg bis(triphenylphosphine)-palladium(II)-chloride is refluxed for 1.5 hours in 7 ml toluene and 2 ml 2N aqueous potassium carbonate. The solvents are removed in vacuo. Flash chromatography (silicagel, ethyl acetate/hexane 1/1) of the residue yields 147 mg (71%) pure 4-[2-(4-chloro-phenyl)-6-pyrrolidine-1-yl-pyridine-4-sulfonyl]-phenylamine as a white so... Starting materials: Cl (HCl), FC1=C(NC=2C(=CN(C(C2)=O)CCOC2OCCCC2)C(=O)NCCCO)C=CC(=C1)I (4-(2-Fluoro-4-iodoanilino)-N-(3-hydroxypropyl)-6-oxo-1-[2-(tetrahydro-2H-pyran-2-yloxy)ethyl]-1,6-dihydro-3-pyridinecarboxamide), O1C(CCCC1)OC1OCCCC1 (tetrahydropyranyl ether). The solvent is CCO (EtOH). The product is FC1=C(NC=2C(=CN(C(C2)=O)CCO)C(=O)NCCCO)C=CC(=C1)I (4-(2-fluoro-4-iodoanilino)-1-(2-hydroxyethyl)-N-(3-hydroxypropyl)-6-oxo-1,6-dihydro-3-pyridinecarboxamide). Reaction SMILES: [F:1][C:2]1[CH:31]=[C:30]([I:32])[CH:29]=[CH:28][C:3]=1[NH:4][C:5]1[C:6]([C:21]([NH:23][CH2:24][CH2:25][CH2:26][OH:27])=[O:22])=[CH:7][N:8]([CH2:12][CH2:13][O:14]C2CCCCO2)[C:9](=[O:11])[CH:10]=1.Cl.O1CCCCC1OC1CCCCO1>CCO>[F:1][C:2]1[CH:31]=[C:30]([I:32])[CH:29]=[CH:28][C:3]=1[NH:4][C:5]1[C:6]([C:21]([NH:23][CH2:24][CH2:25][CH2:26][OH:27])=[O:22])=[CH:7][N:8]([CH2:12][CH2:13][OH:14])[C:9](=[O:11])[CH:10]=1. Procedure details: 4-(2-Fluoro-4-iodoanilino)-N-(3-hydroxypropyl)-6-oxo-1-[2-(tetrahydro-2H-pyran-2-yloxy)ethyl]-1,6-dihydro-3-pyridinecarboxamide was dissolved in EtOH and treated with 1 M HCl, as for example 22, step D, deprotecting the tetrahydropyranyl ether to give 4-(2-fluoro-4-iodoanilino)-1-(2-hydroxyethyl)-N-(3-hydroxypropyl)-6-oxo-1,6-dihydro-3-pyridinecarboxamide as a white solid which was recrystallised from EtOAc/MeOH (97%), m.p. (EtOAc/MeOH) 174-176° C. 1H NMR [(CD3)2SO, 400 MHz] δ 10.18 (s, 1H), 8.4... Reactants: FC(C(=O)OCC)(C)C1=C(N=C(N=N1)C1=NN(C2=NC=CC=C21)CC2=C(C=CC=C2)F)O (ethyl 2-fluoro-2-{3-[1-(2-fluorobenzyl)-1H-pyrazolo[3,4-b]pyridin-3-yl]-5-hydroxy-1,2,4-triazin-6-yl}propanoate), C(C)#N (acetonitrile), P(=O)(Cl)(Cl)Cl (phosphoryl chloride), N (ammonia). Run at time 8 hour. Product: NC=1N=C(N=NC1C(C(=O)N)(C)F)C1=NN(C2=NC=CC=C21)CC2=C(C=CC=C2)F (2-{5-Amino-3-[1-(2-fluorobenzyl)-1H-pyrazolo[3,4-b]pyridin-3-yl]-1,2,4-triazin-6-yl}-2-fluoropropanamide). Reaction SMILES: [F:1][C:2]([C:9]1[N:14]=[N:13][C:12]([C:15]2[C:23]3[C:18](=[N:19][CH:20]=[CH:21][CH:22]=3)[N:17]([CH2:24][C:25]3[CH:30]=[CH:29][CH:28]=[CH:27][C:26]=3[F:31])[N:16]=2)=[N:11][C:10]=1O)([CH3:8])[C:3]([O:5]CC)=O.P(Cl)(Cl)(Cl)=O.[NH3:38].C(#[N:41])C>>[NH2:38][C:10]1[N:11]=[C:12]([C:15]2[C:23]3[C:18](=[N:19][CH:20]=[CH:21][CH:22]=3)[N:17]([CH2:24][C:25]3[CH:30]=[CH:29][CH:28]=[CH:27][C:26]=3[F:31])[N:16]=2)[N:13]=[N:14][C:9]=1[C:2]([F:1])([CH3:8])[C:3]([NH2:41])=[O:5]. Reported procedure: 250 mg (0.522 mmol) of ethyl 2-fluoro-2-{3-[1-(2-fluorobenzyl)-1H-pyrazolo[3,4-b]pyridin-3-yl]-5-hydroxy-1,2,4-triazin-6-yl}propanoate were admixed with 3 ml of phosphoryl chloride and stirred overnight at RT. The reaction mixture was diluted with 10 ml of dry acetonitrile and, with ice-cooling, stirred into 5 ml of concentrated aqueous ammonia solution (35% strength). Stirring was continued for 2 h at RT and for 16 h at 50° C. After cooling, the precipitate was filtered off with suction and dri...